From a dataset of the Open Reaction Database (ORD), a public repository of structured organic reaction records. describe an organic reaction: reactants, conditions, products, and yield Reactants: CCO, Cl, [Li+], [OH-], CCOC(=O)c1ccc(-c2ccccc2)c(-c2ccccc2)n1. The product is O=C(O)c1ccc(-c2ccccc2)c(-c2ccccc2)n1. Reaction SMILES: [CH3:27][CH2:28][OH:29].[ClH:26].[Li+:25].[OH-:24].[c:1]1(-[c:7]2[cH:8][cH:9][c:10]([C:19](=[O:20])[O:21][CH2:22][CH3:23])[n:11][c:12]2-[c:13]2[cH:14][cH:15][cH:16][cH:17][cH:18]2)[cH:2][cH:3][cH:4][cH:5][cH:6]1>>[c:1]1(-[c:7]2[cH:8][cH:9][c:10]([C:19](=[O:20])[OH:21])[n:11][c:12]2-[c:13]2[cH:14][cH:15][cH:16][cH:17][cH:18]2)[cH:2][cH:3][cH:4][cH:5][cH:6]1.